From a dataset of the Open Reaction Database (ORD), a public repository of structured organic reaction records. describe an organic reaction: reactants, conditions, products, and yield Starting materials: ClCCl, Cl, COc1cc(I)ccc1OCCN1CCCC1, c1cc[nH+]cc1. The product is Oc1cc(I)ccc1OCCN1CCCC1. Reaction SMILES: [Cl:25][CH2:26][Cl:27].[ClH:18].[I:1][c:2]1[cH:3][c:4]([O:16][CH3:17])[c:5]([O:6][CH2:7][CH2:8][N:9]2[CH2:10][CH2:11][CH2:12][CH2:13]2)[cH:14][cH:15]1.[nH+:19]1[cH:20][cH:21][cH:22][cH:23][cH:24]1>>[I:1][c:2]1[cH:3][c:4]([OH:16])[c:5]([O:6][CH2:7][CH2:8][N:9]2[CH2:10][CH2:11][CH2:12][CH2:13]2)[cH:14][cH:15]1.